From a dataset of the Open Reaction Database (ORD), a public repository of structured organic reaction records. describe an organic reaction: reactants, conditions, products, and yield Starting materials: NC1=NC=C(N=C1C#N)C1=CC(=CC(=C1)Cl)Cl (2-amino-3-cyano-5-(3,5-dichlorophenyl)pyrazine), C(O)(O)=O.NC(=N)N (guanidine carbonate). Solvent: CN(C(C)=O)C (N,N-dimethylacetamide). Product: NC1=NC2=NC=C(N=C2C(=N1)N)C1=CC(=CC(=C1)Cl)Cl (2,4-diamino-6-(3,5-dichlorophenyl)pteridine). As a reaction SMILES: N[C:2]1[C:7]([C:8]#[N:9])=[N:6][C:5]([C:10]2[CH:15]=[C:14]([Cl:16])[CH:13]=[C:12]([Cl:17])[CH:11]=2)=[CH:4][N:3]=1.C(=O)(O)O.[NH2:22][C:23]([NH2:25])=[NH:24]>CN(C)C(=O)C>[NH2:24][C:23]1[N:25]=[C:8]([NH2:9])[C:7]2[C:2](=[N:3][CH:4]=[C:5]([C:10]3[CH:15]=[C:14]([Cl:16])[CH:13]=[C:12]([Cl:17])[CH:11]=3)[N:6]=2)[N:22]=1 |f:1.2|. Procedure details: This compound is prepared in a manner analogous to that of Step B of Example 4, using 0.8 gram (0,003 mole) of 2-amino-3-cyano-5-(3,5-dichlorophenyl)pyrazine and 1.3 grams (0,007 mole) of guanidine carbonate in 10 mL of N,N-dimethylacetamide, yielding 2,4-diamino-6-(3,5-dichlorophenyl)pteridine.